Dataset: the Open Reaction Database (ORD), a public repository of structured organic reaction records. Task: describe an organic reaction: reactants, conditions, products, and yield Reactants: ClC1=CC(=C2C(=N1)N(C=C2)[Si](C(C)C)(C(C)C)C(C)C)C2(CCN(CC2)C(=O)OC(C)(C)C)O (tert-butyl 4-(6-chloro-1-(triisopropylsilyl)-1H-pyrrolo[2,3-b]pyridin-4-yl)-4-hydroxypiperidine-1-carboxylate), [Si](C)(C)(C)I (TMS-I). Run in C(Cl)Cl (CH2Cl2). Conditions: temperature 60 celsius, time 8 hour. The product is ClC1=CC(=C2C(=N1)NC=C2)C2(CCNCC2)O (4-(6-chloro-1H-pyrrolo[2,3-b]pyridin-4-yl)piperidin-4-ol). Isolated yield 123.2%. RXN SMILES: [Cl:1][C:2]1[N:7]=[C:6]2[N:8]([Si](C(C)C)(C(C)C)C(C)C)[CH:9]=[CH:10][C:5]2=[C:4]([C:21]2([OH:34])[CH2:26][CH2:25][N:24](C(OC(C)(C)C)=O)[CH2:23][CH2:22]2)[CH:3]=1.[Si](I)(C)(C)C>C(Cl)Cl>[Cl:1][C:2]1[N:7]=[C:6]2[NH:8][CH:9]=[CH:10][C:5]2=[C:4]([C:21]2([OH:34])[CH2:22][CH2:23][NH:24][CH2:25][CH2:26]2)[CH:3]=1. Reported procedure: To tert-butyl 4-(6-chloro-1-(triisopropylsilyl)-1H-pyrrolo[2,3-b]pyridin-4-yl)-4-hydroxypiperidine-1-carboxylate (510 mg, 1.00 mmol) in CH2Cl2 (6 mL) was slowly dropwise added TMS-I (0.43 mL, 3.01 mmol) at rt, and stirred at 60° C. overnight. Partial of the solvent was removed on rotary vacuo, and the residue was purified on reverse phase PrepHPLC to afford the expected product, 4-(6-chloro-1H-pyrrolo[2,3-b]pyridin-4-yl)piperidin-4-ol (310 mg, 63%), as a dark brown solid. 1H-NMR (400 MHz, CHLORO... The reactants are C(C)O (ethanol), COC=1C=C2C(=CC=NC2=CC1OC)OC1=CC=C(N)C=C1 (4-[(6,7-Dimethoxy-4-quinolyl)oxy]aniline), CC1=C(C=CC=C1)C(=O)N=C=S (2-methyl-1-benzenecarbonyl isothiocyanate). Solvent: C1(=CC=CC=C1)C (toluene). Reaction conditions: time 2 hour. The product is COC=1C=C2C(=CC=NC2=CC1OC)OC1=CC=C(C=C1)NC(=S)NC(C1=C(C=CC=C1)C)=O (N-{4-[(6,7-Dimethoxy-4-quinolyl)oxy]-phenyl}-N′-(2-methylbenzoyl)thiourea). The yield is 97.0%. RXN SMILES: [CH3:1][O:2][C:3]1[CH:4]=[C:5]2[C:10](=[CH:11][C:12]=1[O:13][CH3:14])[N:9]=[CH:8][CH:7]=[C:6]2[O:15][C:16]1[CH:22]=[CH:21][C:19]([NH2:20])=[CH:18][CH:17]=1.C(O)C.[CH3:26][C:27]1[CH:32]=[CH:31][CH:30]=[CH:29][C:28]=1[C:33]([N:35]=[C:36]=[S:37])=[O:34]>C1(C)C=CC=CC=1>[CH3:1][O:2][C:3]1[CH:4]=[C:5]2[C:10](=[CH:11][C:12]=1[O:13][CH3:14])[N:9]=[CH:8][CH:7]=[C:6]2[O:15][C:16]1[CH:22]=[CH:21][C:19]([NH:20][C:36]([NH:35][C:33](=[O:34])[C:28]2[CH:29]=[CH:30][CH:31]=[CH:32][C:27]=2[CH3:26])=[S:37])=[CH:18][CH:17]=1. Procedure: 4-[(6,7-Dimethoxy-4-quinolyl)oxy]aniline (50 mg) was dissolved in toluene (5 ml), and ethanol (1 ml) to prepare a solution. Commercially available 2-methyl-1-benzenecarbonyl isothiocyanate (50 μl) was then added thereto, and the mixture was stirred at room temperature for 2 hr. The reaction solution was concentrated, and the residue was purified by chromatography on silica gel using chloroform/acetone for development to give the title compound (78 mg, yield 97%).